Dataset: the Open Reaction Database (ORD), a public repository of structured organic reaction records. Task: describe an organic reaction: reactants, conditions, products, and yield The reactants are COC(C1=C(C=CC=C1)OCCCCCCCCCCCCCC)=O (tetradecyloxybenzoic acid methyl ester), [OH-].[Na+] (sodium hydroxide), C(C)O (ethanol), O (water). Yields the product C(CCCCCCCCCCCCC)OC1=CC=C(C(=O)O)C=C1 (4-tetradecyloxybenzoic acid). As a reaction SMILES: COC(=O)[C:4]1[CH:9]=[CH:8][CH:7]=[CH:6][C:5]=1[O:10][CH2:11][CH2:12][CH2:13][CH2:14][CH2:15][CH2:16][CH2:17][CH2:18][CH2:19][CH2:20][CH2:21][CH2:22][CH2:23][CH3:24].[OH-:26].[Na+].O.[CH2:29]([OH:31])C>>[CH2:11]([O:10][C:5]1[CH:4]=[CH:9][C:8]([C:29]([OH:31])=[O:26])=[CH:7][CH:6]=1)[CH2:12][CH2:13][CH2:14][CH2:15][CH2:16][CH2:17][CH2:18][CH2:19][CH2:20][CH2:21][CH2:22][CH2:23][CH3:24] |f:1.2|. Procedure: 20 g tetradecyloxybenzoic acid methyl ester were dissolved with 2.75 g sodium hydroxide in 80 ml ethanol and, after addition of 50 ml water, the resulting solution was heated for 2.5 hours to boiling temperature. After the suspension was concentrated by evaporation, the residue was dissolved in hot water and the resulting solution acidified with dilute acid. 18.2 g (95% of the theoretical) 4-tetradecyloxybenzoic acid melting at 95° to 99° C. (clear at 135° C.) were obtained after filtering, wash... Starting materials: CCN(C=O)c1ccccc1C(C)=O, ClCCl, O, O=S(=O)(Cl)Cl. Yields the product CCN(C=O)c1ccccc1C(=O)CCl. Reaction SMILES: [C:6]([CH3:7])(=[O:8])[c:9]1[c:10]([N:11]([CH:12]=[O:13])[CH2:14][CH3:15])[cH:16][cH:17][cH:18][cH:19]1.[Cl:21][CH2:22][Cl:23].[OH2:20].[S:1]([Cl:2])(=[O:3])([Cl:4])=[O:5]>>[Cl:4][CH2:7][C:6](=[O:8])[c:9]1[c:10]([N:11]([CH:12]=[O:13])[CH2:14][CH3:15])[cH:16][cH:17][cH:18][cH:19]1. Reactants: BrC1=CC(=C(C(=C1)F)N(S(=O)(=O)C)S(=O)(=O)C)F (N-(4-bromo-2,6-difluorophenyl)-N-(methylsulfonyl)methanesulfonamide), [OH-].[Na+] (sodium hydroxide), O (water). Solvent: O1CCCC1 (tetrahydrofuran). The product is BrC1=CC(=C(C(=C1)F)NS(=O)(=O)C)F (N-(4-Bromo-2,6-difluorophenyl)methanesulfonamide). Yield: 89.7%. RXN SMILES: [Br:1][C:2]1[CH:7]=[C:6]([F:8])[C:5]([N:9](S(C)(=O)=O)[S:10]([CH3:13])(=[O:12])=[O:11])=[C:4]([F:18])[CH:3]=1.[OH-].[Na+].O>O1CCCC1>[Br:1][C:2]1[CH:7]=[C:6]([F:8])[C:5]([NH:9][S:10]([CH3:13])(=[O:11])=[O:12])=[C:4]([F:18])[CH:3]=1 |f:1.2|. Reported procedure: A mixture of N-(4-bromo-2,6-difluorophenyl)-N-(methylsulfonyl)methanesulfonamide (2.20 g, 6.04 mmol) and sodium hydroxide (pellet) (1.20 g, 30.0 mmol) in tetrahydrofuran. (30 ml) and water (10 ml) was stirred for 2 hours at ambient temperature. After the solvent was evaporated in vacuo and the residue was acidified to pH 2 with 2M hydrochloride aqueous solution. The aqueous solution was extracted with ethyl acetate and the combined solution was washed with brine, dried over sodium sulfate. After... Starting materials: C(C1=CC=CC=C1)(C1=CC=CC=C1)N1CC(C1)O (1-benzhydryl-3-hydroxyazetidine), N1=CC=CC=C1 (pyridine), P(O)(O)(O)=O (phosphoric acid), C1(CCCCC1)N=C=NC1CCCCC1 (1,3-dicyclohexylcarbodiimide). Solvent: CS(=O)C (dimethyl sulfoxide), C(Cl)Cl (methylene chloride), O (water). Conditions: time 2 hour. Product: C(C1=CC=CC=C1)(C1=CC=CC=C1)N1CC(C1)=O (1-benzhydryl-3-oxoazetidine). Yield: 68.0%. RXN SMILES: [CH:1]([N:14]1[CH2:17][CH:16]([OH:18])[CH2:15]1)([C:8]1[CH:13]=[CH:12][CH:11]=[CH:10][CH:9]=1)[C:2]1[CH:7]=[CH:6][CH:5]=[CH:4][CH:3]=1.N1C=CC=CC=1.P(=O)(O)(O)O.C1(N=C=NC2CCCCC2)CCCCC1>CS(C)=O.C(Cl)Cl.O>[CH:1]([N:14]1[CH2:17][C:16](=[O:18])[CH2:15]1)([C:8]1[CH:13]=[CH:12][CH:11]=[CH:10][CH:9]=1)[C:2]1[CH:3]=[CH:4][CH:5]=[CH:6][CH:7]=1. Procedure: 7.17 g (0.03 mole) of 1-benzhydryl-3-hydroxyazetidine were dissolved in a mixture of 35 ml of dimethyl sulfoxide and 20 ml of methylene chloride. 1 ml of pyridine, 0.5 ml of phosphoric acid and then 12.5 g (0.06 mole) of 1,3-dicyclohexylcarbodiimide were added, in turn, to the resulting solution. The reaction mixture was then stirred for 2 hours, after which water was added to it. The reaction mixture was then extracted twice, each time with 200 ml of chloroform. The combined extracts were dried... Reactants: NC1=C(C#N)C(=CC=C1)C1CC1 (2-amino-6-cyclopropylbenzonitrile), C(C1=CC=CC=C1)(=O)N=C=O (benzoyl isocyanate), [OH-].[Na+] (NaOH). The solvent is O1CCOCC1 (dioxane). Reaction conditions: temperature 75 celsius, time 2 hour. Product: NC1=NC(NC2=CC=CC(=C12)C1CC1)=O (4-amino-5-cyclopropylquinazolin-2(1H)-one). Yield: 12.4%. Reaction SMILES: [NH2:1][C:2]1[CH:9]=[CH:8][CH:7]=[C:6]([CH:10]2[CH2:12][CH2:11]2)[C:3]=1[C:4]#[N:5].[C:13]([N:21]=C=O)(=[O:20])C1C=CC=CC=1.[OH-].[Na+]>O1CCOCC1>[NH2:5][C:4]1[C:3]2[C:2](=[CH:9][CH:8]=[CH:7][C:6]=2[CH:10]2[CH2:11][CH2:12]2)[NH:1][C:13](=[O:20])[N:21]=1 |f:2.3|. Procedure details: A solution of 2-amino-6-cyclopropylbenzonitrile (Example 92a) (1.0 eq., 1.0 mmol, 158 mg) and benzoyl isocyanate (90% pure, 1.0 eq., 1.0 mmol, 1.171 g/mL, 140 μL) in dioxane (15 mL) was stirred at room temperature. After 2 hours, the volatiles were removed on a rotary evaporator. The resulting crude N-benzoyl urea was suspended in EtOH (10 mL, 200 proof) and NaOH (2.5 eq., 2.5 mmol, 1N, 2.50 mL) was added. The reaction was heated to 75° C. with stirring for 7 hours. The solvent were evaporated a...